From a dataset of the Open Reaction Database (ORD), a public repository of structured organic reaction records. describe an organic reaction: reactants, conditions, products, and yield Starting materials: CSC1=NC(C(=O)OC(C)(C)C)CC1CCCc1ccccc1, CO, [Cl-], [NH4+]. The product is CC(C)(C)OC(=O)C1CC(CCCc2ccccc2)C(N)=N1. As a reaction SMILES: [CH3:1][S:2][C:3]1=[N:7][CH:6]([C:8](=[O:9])[O:10][C:11]([CH3:12])([CH3:13])[CH3:14])[CH2:5][CH:4]1[CH2:15][CH2:16][CH2:17][c:18]1[cH:19][cH:20][cH:21][cH:22][cH:23]1.[CH3:26][OH:27].[Cl-:24].[NH4+:25]>>[C:3]1([NH2:25])=[N:7][CH:6]([C:8](=[O:9])[O:10][C:11]([CH3:12])([CH3:13])[CH3:14])[CH2:5][CH:4]1[CH2:15][CH2:16][CH2:17][c:18]1[cH:19][cH:20][cH:21][cH:22][cH:23]1. Starting materials: COC1=C(C=C2C(=N1)C(=CN2C)C2=CC1=C(N=CC=C1C=O)N2S(=O)(=O)C2=CC=C(C=C2)C)OC (2-(5,6-dimethoxy-1-methyl-1H-pyrrolo[3,2-b]pyridin-3-yl)-1-(toluene-4-sulfonyl)-1H-pyrrolo[2,3-b]pyridin-4-carbaldehyde), [OH-].[K+] (potassium hydroxide). The product is COC1=C(C=C2C(=N1)C(=CN2C)C2=CC1=C(N=CC=C1C=O)N2)OC (2-(5,6-dimethoxy-1-methyl-1H-pyrrolo[3,2-b]pyridin-3-yl)-1H-pyrrolo[2,3-b]pyridin-4-carbaldehyde). Isolated yield 145.8%. As a reaction SMILES: [CH3:1][O:2][C:3]1[N:8]=[C:7]2[C:9]([C:13]3[N:23](S(C4C=CC(C)=CC=4)(=O)=O)[C:16]4[N:17]=[CH:18][CH:19]=[C:20]([CH:21]=[O:22])[C:15]=4[CH:14]=3)=[CH:10][N:11]([CH3:12])[C:6]2=[CH:5][C:4]=1[O:34][CH3:35].[OH-].[K+]>>[CH3:1][O:2][C:3]1[N:8]=[C:7]2[C:9]([C:13]3[NH:23][C:16]4[N:17]=[CH:18][CH:19]=[C:20]([CH:21]=[O:22])[C:15]=4[CH:14]=3)=[CH:10][N:11]([CH3:12])[C:6]2=[CH:5][C:4]=1[O:34][CH3:35] |f:1.2|. Procedure details: The product is prepared by following the procedure described in example 34, stage (k), starting with 0.1 g of 2-(5,6-dimethoxy-1-methyl-1H-pyrrolo[3,2-b]pyridin-3-yl)-1-(toluene-4-sulfonyl)-1H-pyrrolo[2,3-b]pyridin-4-carbaldehyde instead of the cyclopropyl-[2-(5,6-dimethoxy-1-methyl-1H-pyrrolo[3,2-b]pyridin-3-yl)-1-(toluene-4-sulfonyl)-1H-pyrrolo[2,3-b]pyridin-4-ylmethyl]amine used in example 34, stage (k) and 0.82 cm3 of 5N potassium hydroxide. 0.1 g of 2-(5,6-dimethoxy-1-methyl-1H-pyrrolo[3,2-... Reactants: C1(=CC=CC=C1)N1CCN(CC1)C(=S)NC(OCC)=O (Ethyl (4-phenyl-1-piperazinyl)carbothioylcarbamate), Cl (hydrochloric acid), [OH-].[Na+] (sodium hydroxide). Reaction conditions: temperature 80 celsius, time 2 hour. Product: C1(=CC=CC=C1)N1CCN(CC1)C(N)=S (4-phenyl-1-piperazinecarbothioamide). The yield is 62.6%. Reaction SMILES: [C:1]1([N:7]2[CH2:12][CH2:11][N:10]([C:13]([NH:15]C(=O)OCC)=[S:14])[CH2:9][CH2:8]2)[CH:6]=[CH:5][CH:4]=[CH:3][CH:2]=1.Cl.[OH-].[Na+]>>[C:1]1([N:7]2[CH2:8][CH2:9][N:10]([C:13](=[S:14])[NH2:15])[CH2:11][CH2:12]2)[CH:6]=[CH:5][CH:4]=[CH:3][CH:2]=1 |f:2.3|. Reported procedure: Ethyl (4-phenyl-1-piperazinyl)carbothioylcarbamate (13 g, 44 mmol) was added to conc. hydrochloric acid (44 mL) and the mixture was stirred at 80° C. for 2 h. The reaction mixture was made basic with 8N aqueous sodium hydroxide solution and the crystals were collected by filtration. The crystals were washed with water and dried to give the title compound (6.1 g, yield 63%). Reactants: CCOC(=O)CC1CCc2cc(OCCCN(C)c3nc(-c4ccc(CC)cc4)ncc3C)ccc21, C1CCOC1, CCO, Cl, [Li+], [OH-], O. The product is CCc1ccc(-c2ncc(C)c(N(C)CCCOc3ccc4c(c3)CCC4CC(=O)O)n2)cc1. As a reaction SMILES: [CH2:1]([CH3:2])[c:3]1[cH:4][cH:5][c:6](-[c:9]2[n:10][cH:11][c:12]([CH3:36])[c:13]([N:15]([CH2:16][CH2:17][CH2:18][O:19][c:20]3[cH:21][c:22]4[c:26]([cH:27][cH:28]3)[CH:25]([CH2:29][C:30](=[O:31])[O:32][CH2:33][CH3:34])[CH2:24][CH2:23]4)[CH3:35])[n:14]2)[cH:7][cH:8]1.[CH2:41]1[O:42][CH2:43][CH2:44][CH2:45]1.[CH3:46][CH2:47][OH:48].[ClH:40].[Li+:39].[OH-:38].[OH2:37]>>[CH2:1]([CH3:2])[c:3]1[cH:4][cH:5][c:6](-[c:9]2[n:10][cH:11][c:12]([CH3:36])[c:13]([N:15]([CH2:16][CH2:17][CH2:18][O:19][c:20]3[cH:21][c:22]4[c:26]([cH:27][cH:28]3)[CH:25]([CH2:29][C:30](=[O:31])[OH:32])[CH2:24][CH2:23]4)[CH3:35])[n:14]2)[cH:7][cH:8]1. Starting materials: [N+](=O)([O-])C=1C=CC=C2C(=CNC12)CC(=O)OC (methyl (7-nitro-1H-indol-3-yl)acetate), C([O-])([O-])=O.[Cs+].[Cs+] (cesium carbonate), BrCC(=O)OC (methyl bromoacetate). The solvent is CN(C)C=O (DMF). Conditions: time 18 hour. Yields the product [N+](=O)([O-])C=1C=CC=C2C(=CN(C12)CC(=O)OC)CC(=O)OC (Dimethyl 2,2′-(7-nitro-1H-indole-1,3-diyl)diacetate). As a reaction SMILES: [N+:1]([C:4]1[CH:5]=[CH:6][CH:7]=[C:8]2[C:12]=1[NH:11][CH:10]=[C:9]2[CH2:13][C:14]([O:16][CH3:17])=[O:15])([O-:3])=[O:2].C(=O)([O-])[O-].[Cs+].[Cs+].Br[CH2:25][C:26]([O:28][CH3:29])=[O:27]>CN(C=O)C>[N+:1]([C:4]1[CH:5]=[CH:6][CH:7]=[C:8]2[C:12]=1[N:11]([CH2:25][C:26]([O:28][CH3:29])=[O:27])[CH:10]=[C:9]2[CH2:13][C:14]([O:16][CH3:17])=[O:15])([O-:3])=[O:2] |f:1.2.3|. Procedure details: To a solution of methyl (7-nitro-1H-indol-3-yl)acetate from Step B (545 mg, 2.71 mmol) was added cesium carbonate (927 mg, 2.85 mmol) and methyl bromoacetate (0.26 mL, 2.84 mmol) in DMF (10 mL). The reaction mixture was stirred at ambient temperature for 18 h, then quenched with H2O (50 mL). The solid precipitate was collected by filtration to give the title compound. MS: m/z 274 (M+1).